This data is from the Open Reaction Database (ORD), a public repository of structured organic reaction records. The task is: describe an organic reaction: reactants, conditions, products, and yield Starting materials: C1(=CC=CC=C1)C=1OC2=C(C1C(C)=O)C=CC=C2 (2-phenyl-3-acetyl benzofuran), C=O (paraformaldehyde), Cl.C(C)NCC (diethylamine hydrochloride), saturated solution, Cl (hydrogen chloride). Solvent: C(C)(C)O (isopropanol), C(C)O (ethanol). Yields the product C1(=CC=CC=C1)C=1OC2=C(C1C(CCN(CC)CC)=O)C=CC=C2 (2-Phenyl-3-[3-(diethylamino)propionyl]benzofuran). Reaction SMILES: [C:1]1([C:7]2[O:8][C:9]3[CH:18]=[CH:17][CH:16]=[CH:15][C:10]=3[C:11]=2[C:12](=[O:14])[CH3:13])[CH:6]=[CH:5][CH:4]=[CH:3][CH:2]=1.[CH2:19]=O.Cl.[CH2:22]([NH:24][CH2:25][CH3:26])[CH3:23].Cl>C(O)(C)C.C(O)C>[C:1]1([C:7]2[O:8][C:9]3[CH:18]=[CH:17][CH:16]=[CH:15][C:10]=3[C:11]=2[C:12](=[O:14])[CH2:13][CH2:19][N:24]([CH2:25][CH3:26])[CH2:22][CH3:23])[CH:2]=[CH:3][CH:4]=[CH:5][CH:6]=1 |f:2.3|. Reported procedure: To a solution of 47.2 grams of 2-phenyl-3-acetyl benzofuran in 150 milliliters of isopropanol, were added 8.4 grams of paraformaldehyde, 30.8 grams of diethylamine hydrochloride and 3 milliliters of a saturated solution of hydrogen chloride in ethanol and the mixture was heated at its boiling point under reflux for 8 hours. The solvent was then evaporated from the mixture under vacuum and the residue was triturated with water and the insoluble portion thereof was extracted therefrom with ethyl e... Starting materials: CCN(CC)S(F)(F)F, ClCCCl, [Na+], O=C([O-])O, COC(=O)C1CC(O)CN1C(=O)OC(C)(C)C. Yields the product COC(=O)C1CC(F)CN1C(=O)OC(C)(C)C. As a reaction SMILES: [CH2:18]([N:19]([S:20]([F:21])([F:22])[F:24])[CH2:23][CH3:25])[CH3:26].[Cl:32][CH2:33][CH2:34][Cl:35].[Na+:31].[O-:27][C:28]([OH:29])=[O:30].[OH:1][CH:2]1[CH2:3][CH:4]([C:14](=[O:15])[O:16][CH3:17])[N:5]([C:7](=[O:8])[O:9][C:10]([CH3:11])([CH3:12])[CH3:13])[CH2:6]1>>[CH:2]1([F:24])[CH2:3][CH:4]([C:14](=[O:15])[O:16][CH3:17])[N:5]([C:7](=[O:8])[O:9][C:10]([CH3:11])([CH3:12])[CH3:13])[CH2:6]1.